Dataset: the Open Reaction Database (ORD), a public repository of structured organic reaction records. Task: describe an organic reaction: reactants, conditions, products, and yield Reactants: resultant mixture, C(C)C1=COC2=C(C(N1)=O)C=CC=C2 (4,5-dihydro-3-ethyl-1,4-benzoxazepin-5-one), BrCCCCCl (1-bromo-4-chlorobutane), [H-].[Na+] (sodium hydride). The solvent is CN(C=O)C (dimethylformamide). Run at time 30 minute. Yields the product ClCCCCN1C(=COC2=C(C1=O)C=CC=C2)CC (4-(4-chlorobutyl)-4,5-dihydro-3-ethyl-1,4-benzoxazepin-5-one). Reaction SMILES: [CH2:1]([C:3]1[NH:9][C:8](=[O:10])[C:7]2[CH:11]=[CH:12][CH:13]=[CH:14][C:6]=2[O:5][CH:4]=1)[CH3:2].[H-].[Na+].Br[CH2:18][CH2:19][CH2:20][CH2:21][Cl:22]>CN(C)C=O>[Cl:22][CH2:21][CH2:20][CH2:19][CH2:18][N:9]1[C:8](=[O:10])[C:7]2[CH:11]=[CH:12][CH:13]=[CH:14][C:6]=2[O:5][CH:4]=[C:3]1[CH2:1][CH3:2] |f:1.2|. Procedure: 430 mg of 4,5-dihydro-3-ethyl-1,4-benzoxazepin-5-one was dissolved in 10 ml of dimethylformamide, then 110 mg (1.2 equivalents) of 60% sodium hydride was added under ice cooling. This was agitated for 30 minutes, then 480 mg (1.2 equivalents) of 1-bromo-4-chlorobutane was added and the resultant mixture was agitated at room temperature for 6 hours. Reactants: BrC1=CC(=C(C=C1)N(CCCC(=O)OC(C)(C)C)C1CC1)C=O (t-butyl N-(4-bromo-2-formylphenyl)-N-cyclopropyl-4-aminobutyrate), CC(C)([O-])C.[K+] (potassium t-butoxide). Solvent: C1CCOC1 (THF). Conditions: temperature 55 celsius. Product: BrC=1C=CC2=C(C=C(CCN2C2CC2)C(=O)O)C1 (7-bromo-1-cyclopropyl-2,3-dihydro-1H-1-benzazepine-4-carboxylic acid). Yield: 54.6%. Reaction SMILES: [Br:1][C:2]1[CH:7]=[CH:6][C:5]([N:8]([CH:19]2[CH2:21][CH2:20]2)[CH2:9][CH2:10][CH2:11][C:12]([O:14]C(C)(C)C)=[O:13])=[C:4]([CH:22]=O)[CH:3]=1.CC(C)([O-])C.[K+]>C1COCC1>[Br:1][C:2]1[CH:7]=[CH:6][C:5]2[N:8]([CH:19]3[CH2:20][CH2:21]3)[CH2:9][CH2:10][C:11]([C:12]([OH:14])=[O:13])=[CH:22][C:4]=2[CH:3]=1 |f:1.2|. Procedure details: In THF (10 ml) was dissolved t-butyl N-(4-bromo-2-formylphenyl)-N-cyclopropyl-4-aminobutyrate (1 g). To the solution was added potassium t-butoxide (0.59 g), and the mixture was heated at 55° C. for 1.5 hours. The solvent was evaporated, which was extracted with water. The aqueous layer was washed with ethyl acetate, and neutralized by addition of 1N hydrochloric acid, and extracted with ethyl acetate. The organic layer was washed with water and saturated brine, and dried with anhydrous magnesiu... Product: COC1CCN(C(=O)c2cc3nccc(Nc4ccc5[nH]c(C)c(Cl)c5c4)c3s2)C1. Reaction SMILES: [CH3:32][CH2:33][OH:34].[Cl:1][c:2]1[c:3]2[c:4]([n:5][cH:6][cH:7]1)[cH:8][c:9]([C:11](=[O:12])[N:13]1[CH2:14][CH:15]([O:18][CH3:19])[CH2:16][CH2:17]1)[s:10]2.[Cl:20][c:21]1[c:22]([CH3:31])[nH:23][c:24]2[cH:25][cH:26][c:27]([NH2:30])[cH:28][c:29]12>>[c:2]1([NH:30][c:27]2[cH:26][cH:25][c:24]3[nH:23][c:22]([CH3:31])[c:21]([Cl:20])[c:29]3[cH:28]2)[c:3]2[c:4]([n:5][cH:6][cH:7]1)[cH:8][c:9]([C:11](=[O:12])[N:13]1[CH2:14][CH:15]([O:18][CH3:19])[CH2:16][CH2:17]1)[s:10]2. The reactants are CCO, COC1CCN(C(=O)c2cc3nccc(Cl)c3s2)C1, Cc1[nH]c2ccc(N)cc2c1Cl. Reactants: N(=NC(=O)OCC)C(=O)OCC (diethyl azodicarboxylate), C(C)/C(/C=C/CO)=C\C ((E,E)-4-ethyl-2,4-hexadien-1-ol), C1(=CC=CC=C1)P(C1=CC=CC=C1)C1=CC=CC=C1 (triphenylphosphine), C1(C=2C(C(N1)=O)=CC=CC2)=O (phthalimide). The solvent is ClCCl (dichloromethane), O1CCCC1 (tetrahydrofuran), O1CCCC1 (tetrahydrofuran). Conditions: time 2 day. Product: C(C)C(C=CCN1C(C=2C(C1=O)=CC=CC2)=O)=CC (N-(4-ethyl-2,4-hexadien-1-yl)phthalimide). The yield is 20.8%. RXN SMILES: [CH2:1](/[C:3](=[CH:8]\[CH3:9])/[CH:4]=[CH:5]/[CH2:6]O)[CH3:2].C1(P(C2C=CC=CC=2)C2C=CC=CC=2)C=CC=CC=1.[C:29]1(=[O:39])[NH:33][C:32](=[O:34])[C:31]2=[CH:35][CH:36]=[CH:37][CH:38]=[C:30]12.N(C(OCC)=O)=NC(OCC)=O>O1CCCC1.ClCCl>[CH2:1]([C:3](=[CH:8][CH3:9])[CH:4]=[CH:5][CH2:6][N:33]1[C:32](=[O:34])[C:31]2=[CH:35][CH:36]=[CH:37][CH:38]=[C:30]2[C:29]1=[O:39])[CH3:2]. Procedure details: To a mixture of (E,E)-4-ethyl-2,4-hexadien-1-ol (1.0 g), triphenylphosphine (2.29 g), phthalimide (1.17 g), and tetrahydrofuran (30 ml) at room temperature was added a solution of diethyl azodicarboxylate (1.52 g) in tetrahydrofuran (5 ml). The mixture was stirred at room temperature for 2 days. The reaction mixture was diluted with dichloromethane, washed with water and brine, dried over anhydrous magnesium sulfate, and evaporated in vacuo. The residue was chromatographed on silica gel (hexane-... Reactants: ClC=1N=C(C2=C(N1)C=C(S2)C=O)N2[C@H](COCC2)C ((S)-2-chloro-4-(3-methylmorpholino)thieno[3,2-d]pyrimidine-6-carbaldehyde), COC(OC)OC (trimethylorthoformate), NC1=NC=C(C=N1)B1OC(C)(C)C(C)(C)O1 (2-aminopyrimidine-5-boronic acid pinacol ester), CC(=O)[O-].[K+] (KOAc), [BH-](OC(=O)C)(OC(=O)C)OC(=O)C.[Na+] (NaBH(OAc)3), C(C)(=O)N1CCNCCC1 (N-acetylhomopiperazine). The reagents and catalysts are C=1C=CC(=CC1)[P](C=2C=CC=CC2)(C=3C=CC=CC3)[Pd]([P](C=4C=CC=CC4)(C=5C=CC=CC5)C=6C=CC=CC6)([P](C=7C=CC=CC7)(C=8C=CC=CC8)C=9C=CC=CC9)[P](C=1C=CC=CC1)(C=1C=CC=CC1)C=1C=CC=CC1 (Pd(PPh3)4). Solvent: O (H2O), CC#N (MeCN), CC(=O)O (HOAc), C(Cl)Cl (CH2Cl2), ClCCCl (1,2-dichloroethane). The product is NC1=NC=C(C=N1)C=1N=C(C2=C(N1)C=C(S2)CN2CCN(CCC2)C(C)=O)N2[C@H](COCC2)C ((S)-1-(4-((2-(2-aminopyrimidin-5-yl)-4-(3-methylmorpholino)thieno[3,2-d]pyrimidin-6-yl)methyl)-1,4-diazepan-1-yl)ethanone). RXN SMILES: Cl[C:2]1[N:3]=[C:4]([N:13]2[CH2:18][CH2:17][O:16][CH2:15][C@@H:14]2[CH3:19])[C:5]2[S:10][C:9]([CH:11]=O)=[CH:8][C:6]=2[N:7]=1.[BH-](OC(C)=O)(OC(C)=O)OC(C)=O.[Na+].[C:34]([N:37]1[CH2:43][CH2:42][CH2:41][NH:40][CH2:39][CH2:38]1)(=[O:36])[CH3:35].COC(OC)OC.[NH2:51][C:52]1[N:57]=[CH:56][C:55](B2OC(C)(C)C(C)(C)O2)=[CH:54][N:53]=1.CC([O-])=O.[K+]>O.C(Cl)Cl.C1C=CC([P]([Pd]([P](C2C=CC=CC=2)(C2C=CC=CC=2)C2C=CC=CC=2)([P](C2C=CC=CC=2)(C2C=CC=CC=2)C2C=CC=CC=2)[P](C2C=CC=CC=2)(C2C=CC=CC=2)C2C=CC=CC=2)(C2C=CC=CC=2)C2C=CC=CC=2)=CC=1.CC#N.ClCCCl.CC(O)=O>[NH2:51][C:52]1[N:57]=[CH:56][C:55]([C:2]2[N:3]=[C:4]([N:13]3[CH2:18][CH2:17][O:16][CH2:15][C@@H:14]3[CH3:19])[C:5]3[S:10][C:9]([CH2:11][N:40]4[CH2:41][CH2:42][CH2:43][N:37]([C:34](=[O:36])[CH3:35])[CH2:38][CH2:39]4)=[CH:8][C:6]=3[N:7]=2)=[CH:54][N:53]=1 |f:1.2,6.7,^1:79,81,100,119|. Reported procedure: Following General Procedure D, (S)-2-chloro-4-(3-methylmorpholino)thieno[3,2-d]pyrimidine-6-carbaldehyde (110 mg, 0.37 mmol), HOAc (22 mg), NaBH(OAc)3 (101 mg, 0.48 mmol), N-acetylhomopiperazine (63 mg, 0.44 mmol), 1,2-dichloroethane (1.0 mL), trimethylorthoformate were reacted at room temperature for 2 h. The crude product was used in the next step without purification. MS (Q1) 424 (M)+. Following general procedure A: crude product from above, 2-aminopyrimidine-5-boronic acid pinacol ester (106...